Dataset: the Open Reaction Database (ORD), a public repository of structured organic reaction records. Task: describe an organic reaction: reactants, conditions, products, and yield The reactants are ClC1=CC=C(C=C1)CC#N (4-chlorophenylacetonitrile), ClCCC (1-chloropropane), [OH-].[Na+] (NaOH). Reagents/catalysts: [Br-].C(CCC)[N+](CCCC)(CCCC)CCCC (tetrabutylammonium bromide). Reaction conditions: temperature 35 celsius. The product is ClC1=CC=C(C=C1)C(C#N)CCC (2-(4-chlorophenyl)pentanenitrile). Reaction SMILES: [Cl:1][C:2]1[CH:7]=[CH:6][C:5]([CH2:8][C:9]#[N:10])=[CH:4][CH:3]=1.Cl[CH2:12][CH2:13][CH3:14].[OH-].[Na+]>[Br-].C([N+](CCCC)(CCCC)CCCC)CCC>[Cl:1][C:2]1[CH:7]=[CH:6][C:5]([CH:8]([CH2:12][CH2:13][CH3:14])[C:9]#[N:10])=[CH:4][CH:3]=1 |f:2.3,4.5|. Procedure: In a four neck one liter flask fitted with a reflux condenser, mechanical stirrer and addition funnel was placed 227.4 gm (1.5 mol) of 4-chlorophenylacetonitrile, 235.6 gm (3.0 mol) of 1-chloropropane and 4.8 gm (0.15 mol) of tetrabutylammonium bromide. 300 gm (3.75 mol) of 50% (w/w) NaOH was added dropwise over 30 minutes. The reaction mixture quickly exothermed to 50° C. and the reaction flask was placed in a cold water bath until the reaction mixture cooled to 35° C. Thereafter, the reaction ...